This data is from the Open Reaction Database (ORD), a public repository of structured organic reaction records. The task is: describe an organic reaction: reactants, conditions, products, and yield Yields the product NC(=O)c1sc(-n2cnc3ccccc32)nc1OCc1ccccc1C(F)(F)F. As a reaction SMILES: [CH3:42][CH2:43][O:44][C:45]([CH3:46])=[O:47].[Cl:1][c:2]1[s:3][c:4]([C:19](=[O:20])[NH2:21])[c:5]([O:7][CH2:8][c:9]2[c:10]([C:15]([F:16])([F:17])[F:18])[cH:11][cH:12][cH:13][cH:14]2)[n:6]1.[K+:31].[K+:32].[O-:33][C:34]([O-:35])=[O:36].[O:37]=[CH:38][N:39]([CH3:40])[CH3:41].[n:22]1[cH:23][nH:24][c:25]2[c:26]1[cH:27][cH:28][cH:29][cH:30]2>>[c:2]1(-[n:22]2[cH:23][n:24][c:25]3[c:26]2[cH:27][cH:28][cH:29][cH:30]3)[s:3][c:4]([C:19](=[O:20])[NH2:21])[c:5]([O:7][CH2:8][c:9]2[c:10]([C:15]([F:16])([F:17])[F:18])[cH:11][cH:12][cH:13][cH:14]2)[n:6]1. The reactants are CCOC(C)=O, NC(=O)c1sc(Cl)nc1OCc1ccccc1C(F)(F)F, [K+], [K+], O=C([O-])[O-], CN(C)C=O, c1ccc2[nH]cnc2c1. The reactants are compound, COC(C1=CC(=CC=C1)OC1=CN=C(S1)NC(C(OC1CCOCC1)C=1C=NC(=CC1)S(=O)(=O)C1CCCC1)=O)=O (3-[2-[[2-(6-cyclopentylsulfonyl-3-pyridyl)-2-tetrahydropyran-4-yloxy-acetyl]amino]thiazol-5-yl]oxybenzoic acid methyl ester), [Li+].[OH-] (LiOH). The solvent is O.C1CCOC1.CO (Water THF MeOH). Yields the product C1(CCCC1)S(=O)(=O)C1=CC=C(C=N1)C(C(=O)NC=1SC(=CN1)OC=1C=C(C(=O)O)C=CC1)OC1CCOCC1 (3-[2-[[2-(6-cyclopentylsulfonyl-3-pyridyl)-2-tetrahydropyran-4-yloxy-acetyl]amino]thiazol-5-yl]oxybenzoic acid). Yield: 73.3%. RXN SMILES: C[O:2][C:3](=[O:41])[C:4]1[CH:9]=[CH:8][CH:7]=[C:6]([O:10][C:11]2[S:15][C:14]([NH:16][C:17](=[O:40])[CH:18]([C:26]3[CH:27]=[N:28][C:29]([S:32]([CH:35]4[CH2:39][CH2:38][CH2:37][CH2:36]4)(=[O:34])=[O:33])=[CH:30][CH:31]=3)[O:19][CH:20]3[CH2:25][CH2:24][O:23][CH2:22][CH2:21]3)=[N:13][CH:12]=2)[CH:5]=1.[Li+].[OH-]>O.C1COCC1.CO>[CH:35]1([S:32]([C:29]2[N:28]=[CH:27][C:26]([CH:18]([O:19][CH:20]3[CH2:21][CH2:22][O:23][CH2:24][CH2:25]3)[C:17]([NH:16][C:14]3[S:15][C:11]([O:10][C:6]4[CH:5]=[C:4]([CH:9]=[CH:8][CH:7]=4)[C:3]([OH:41])=[O:2])=[CH:12][N:13]=3)=[O:40])=[CH:31][CH:30]=2)(=[O:33])=[O:34])[CH2:36][CH2:37][CH2:38][CH2:39]1 |f:1.2,3.4.5|. Procedure details: The compound of example B8 was obtained by similar method described in example B1 using 3-[2-[[2-(6-cyclopentylsulfonyl-3-pyridyl)-2-tetrahydropyran-4-yloxy-acetyl]amino]thiazol-5-yl]oxybenzoic acid methyl ester (Example A10; 0.140 g, 0.232 mmol), LiOH (0.049 g, 1.16 mmol) in Water:THF:MeOH (2:1:0.2 8 mL) to provide the title compound (0.100 g).